The task is: describe an organic reaction: reactants, conditions, products, and yield. This data is from the Open Reaction Database (ORD), a public repository of structured organic reaction records. Reactants: CN1CCOCC1 (N-Methylmorpholine), Cl.OCCCC[C@H](N)C(=O)OC (6-hydroxy-L-norleucine, methyl ester, hydrochloride), C1(C=2C(C(N1N[C@@H](CC1=CSC=C1)C(=O)O)=O)=CC=CC2)=O (N-phthalimido-3-(3-thienyl)-L-alanine), OC1=CC=CC=2NN=NC21 (hydroxy-benzotriazole), C(C)N=C=NCCCN(C)C (1-ethyl-3-(3-dimethylaminopropyl)carbodiimide). Run in C(Cl)Cl (methylene chloride), CN(C=O)C (dimethylformamide). Run at temperature 0 celsius, time 30 minute. Yields the product C1(C=2C(C(N1N[C@@H](CC1=CSC=C1)C(=O)N[C@@H](CCCCO)C(=O)OC)=O)=CC=CC2)=O (N-[N-Phthalimido-3 -(3-thienyl)-L-alanyl]-6-hydroxy-L-norleucine, methyl ester). As a reaction SMILES: CN1CCOCC1.Cl.[OH:9][CH2:10][CH2:11][CH2:12][CH2:13][C@@H:14]([C:16]([O:18][CH3:19])=[O:17])[NH2:15].[C:20]1(=[O:41])[N:24]([NH:25][C@H:26]([C:33](O)=[O:34])[CH2:27][C:28]2[CH:32]=[CH:31][S:30][CH:29]=2)[C:23](=[O:36])[C:22]2=[CH:37][CH:38]=[CH:39][CH:40]=[C:21]12.OC1C2N=NNC=2C=CC=1.C(N=C=NCCCN(C)C)C>C(Cl)Cl.CN(C)C=O>[C:23]1(=[O:36])[N:24]([NH:25][C@H:26]([C:33]([NH:15][C@H:14]([C:16]([O:18][CH3:19])=[O:17])[CH2:13][CH2:12][CH2:11][CH2:10][OH:9])=[O:34])[CH2:27][C:28]2[CH:32]=[CH:31][S:30][CH:29]=2)[C:20](=[O:41])[C:21]2=[CH:40][CH:39]=[CH:38][CH:37]=[C:22]12 |f:1.2|. Reported procedure: N-Methylmorpholine (1.89 ml., 18.12 mmol.) was added to a solution of 6-hydroxy-L-norleucine, methyl ester, hydrochloride (10.66 mmol.) in methylene chloride (41 ml.)/dimethylformamide (11 ml.) at room temperature under argon. The resulting mixture was cooled to 0° C. and N-phthalimido-3-(3-thienyl)-L-alanine (3.21 g., 10.66 mmol.), hydroxy-benzotriazole (1.48 g., 10.98 mmol.), and 1-ethyl-3-(3-dimethylaminopropyl)carbodiimide (2.25 g., 11.73 mmol.) were added sequentially. After stirring at 0° ...